From a dataset of the Open Reaction Database (ORD), a public repository of structured organic reaction records. describe an organic reaction: reactants, conditions, products, and yield Starting materials: ClC=1C(C(=C(C(C1Cl)=O)C#N)C#N)=O (2,3-dichloro-5,6-dicyano-1,4-benzoquinone), [Si](C)(C)(C(C)(C)C)OC1CC[C@@]2([C@H](/C=C/[C@@H]([C@H](OC(C1)=O)\C(=C\COCC1=CC=C(C=C1)OC)\C)C)O[C@@H](O2)C2=CC=CC=C2)C ((2S,3aS,4E,6S,7S,13aR)-11-{[tert-butyl(dimethyl)silyl]oxy}-7-{(1E)-3-[(4-methoxybenzyl)oxy]-1-methylprop-1-en-1-yl}-6,13a-dimethyl-2-phenyl-3a,6,7,10,11,12,13,13a-octahydro-9H-[1,3]dioxolo[4,5-f]oxacyclododecin-9-one), P(=O)([O-])([O-])[O-] (phosphate), ClC=1C(C(=C(C(C1Cl)=O)C#N)C#N)=O (2,3-dichloro-5,6-dicyano-1,4-benzoquinone), ClC=1C(C(=C(C(C1Cl)=O)C#N)C#N)=O (2,3-dichloro-5,6-dicyano-1,4-benzoquinone). Solvent: ClCCl (dichloromethane). Run at time 3 hour. The product is [Si](C)(C)(C(C)(C)C)OC1CC[C@@]2([C@H](/C=C/[C@@H]([C@H](OC(C1)=O)\C(=C\CO)\C)C)O[C@@H](O2)C2=CC=CC=C2)C ((2S,3aS,4E,6S,7S,13aR)-11-{[tert-butyl(dimethyl)silyl]oxy}-7-{(1E)-3-hydroxy-1-methylprop-1-en-1-yl}-6,13a-dimethyl-2-phenyl-3a,6,7,10,11,12,13,13a-octahydro-9H-[1,3]dioxolo[4,5-f]oxacyclododecin-9-one). Isolated yield 79.5%. As a reaction SMILES: [Si:1]([O:8][CH:9]1[CH2:20][C:19](=[O:21])[O:18][C@H:17](/[C:22](/[CH3:35])=[CH:23]/[CH2:24][O:25]CC2C=CC(OC)=CC=2)[C@@H:16]([CH3:36])[CH:15]=[CH:14][C@@H:13]2[O:37][C@H:38]([C:40]3[CH:45]=[CH:44][CH:43]=[CH:42][CH:41]=3)[O:39][C@:12]2([CH3:46])[CH2:11][CH2:10]1)([C:4]([CH3:7])([CH3:6])[CH3:5])([CH3:3])[CH3:2].P([O-])([O-])([O-])=O.ClC1C(=O)C(C#N)=C(C#N)C(=O)C=1Cl>ClCCl>[Si:1]([O:8][CH:9]1[CH2:20][C:19](=[O:21])[O:18][C@H:17](/[C:22](/[CH3:35])=[CH:23]/[CH2:24][OH:25])[C@@H:16]([CH3:36])[CH:15]=[CH:14][C@@H:13]2[O:37][C@H:38]([C:40]3[CH:41]=[CH:42][CH:43]=[CH:44][CH:45]=3)[O:39][C@:12]2([CH3:46])[CH2:11][CH2:10]1)([C:4]([CH3:5])([CH3:6])[CH3:7])([CH3:3])[CH3:2]. Procedure details: (2S,3aS,4E,6S,7S,13aR)-11-{[tert-butyl(dimethyl)silyl]oxy}-7-{(1E)-3-[(4-methoxybenzyl)oxy]-1-methylprop-1-en-1-yl}-6,13a-dimethyl-2-phenyl-3a,6,7,10,11,12,13,13a-octahydro-9H-[1,3]dioxolo[4,5-f]oxacyclododecin-9-one (710 mg, 1.09 mmol) was dissolved in dichloromethane (14.0 ml) and a phosphate buffer (pH=7, 1.40 ml). 2,3-dichloro-5,6-dicyano-1,4-benzoquinone (297 mg, 1.31 mmol) was added to the reaction solution at 0° C. and stirred for three hours. 2,3-dichloro-5,6-dicyano-1,4-benzoquinone (74... Starting materials: CC1=C(OCC(=O)OCC)C=CC(=C1)CN(C=1C=C(C=CC1)C1=CC=C(C=C1)C(F)(F)F)CCCCC (ethyl [2-methyl-4-({pentyl[4′-(trifluoromethyl)-1,1′-biphenyl-3-yl]amino}methyl)phenoxy]acetate), [OH-].[Na+] (NaOH), resultant mixture. Solvent: CO (MeOH), C1CCOC1 (THF). The product is CC1=C(OCC(=O)O)C=CC(=C1)CN(C=1C=C(C=CC1)C1=CC=C(C=C1)C(F)(F)F)CCCCC ([2-Methyl-4-({pentyl[4′-(trifluoromethyl)-1,1′-biphenyl-3-yl]amino}methyl)phenoxy]acetic acid). Yield: 110.5%. Reaction SMILES: [CH3:1][C:2]1[CH:14]=[C:13]([CH2:15][N:16]([CH2:33][CH2:34][CH2:35][CH2:36][CH3:37])[C:17]2[CH:18]=[C:19]([C:23]3[CH:28]=[CH:27][C:26]([C:29]([F:32])([F:31])[F:30])=[CH:25][CH:24]=3)[CH:20]=[CH:21][CH:22]=2)[CH:12]=[CH:11][C:3]=1[O:4][CH2:5][C:6]([O:8]CC)=[O:7].[OH-].[Na+]>CO.C1COCC1>[CH3:1][C:2]1[CH:14]=[C:13]([CH2:15][N:16]([CH2:33][CH2:34][CH2:35][CH2:36][CH3:37])[C:17]2[CH:18]=[C:19]([C:23]3[CH:28]=[CH:27][C:26]([C:29]([F:30])([F:31])[F:32])=[CH:25][CH:24]=3)[CH:20]=[CH:21][CH:22]=2)[CH:12]=[CH:11][C:3]=1[O:4][CH2:5][C:6]([OH:8])=[O:7] |f:1.2|. Reported procedure: To a solution of ethyl [2-methyl-4-({pentyl[4′-(trifluoromethyl)-1,1′-biphenyl-3-yl]amino}methyl)phenoxy]acetate (54 mg, 0.11 mmol) in MeOH (2 mL) and THF (2 mL) at room temperature was added 2M NaOH (1 mL, 2 mmol). The resultant mixture was stirred for 1 h and then the solvents were removed in vacuo. The residue was partitioned between CH2Cl2 (2×10 mL) and 2M HCl (10 mL). The organic solution was passed through a hydrophobic frit and the solvent was removed, affording the title compound as a wh... Reactants: NC1C(N(C2=C(CC1)C=CC=C2)CC(=O)OC(C)(C)C)=O (tert-butyl (RS)-3-amino-2-oxo-2,3,4,5-tetrahydro-1H-1-benzazepine-1-acetate), C(C1=CC=CC=C1)OC(=O)N1CCC(CC1)[C@@](C(=O)OCC)(CCCC)S(=O)(=O)C (ethyl (R)-(1-benzyloxycarbonyl-4-piperidyl)-2-methanesulfonylhexanoate). Run at temperature 90 celsius. Product: C(C1=CC=CC=C1)OC(=O)N1CCC(CC1)CCCC[C@@H](C(=O)OCC)N[C@H]1C(N(C2=C(CC1)C=CC=C2)CC(=O)OC(C)(C)C)=O (tert-butyl 3(R)-[5-(1-benzyloxycarbonyl-4-piperidyl)-1(S)-ethoxycarbonylpentyl]amino-2-oxo-2,3,4,5-tetrahydro-1H-1-benzazepine-1-acetate). Isolated yield 47.4%. RXN SMILES: [NH2:1][CH:2]1[CH2:8][CH2:7][C:6]2[CH:9]=[CH:10][CH:11]=[CH:12][C:5]=2[N:4]([CH2:13][C:14]([O:16][C:17]([CH3:20])([CH3:19])[CH3:18])=[O:15])[C:3]1=[O:21].[CH2:22]([O:29][C:30]([N:32]1[CH2:37][CH2:36][CH:35]([C@:38](S(C)(=O)=O)([CH2:44][CH2:45][CH2:46][CH3:47])C(OCC)=O)[CH2:34][CH2:33]1)=[O:31])[C:23]1[CH:28]=[CH:27][CH:26]=[CH:25][CH:24]=1>>[CH2:22]([O:29][C:30]([N:32]1[CH2:33][CH2:34][CH:35]([CH2:38][CH2:44][CH2:45][CH2:46][C@H:47]([NH:1][C@@H:2]2[CH2:8][CH2:7][C:6]3[CH:9]=[CH:10][CH:11]=[CH:12][C:5]=3[N:4]([CH2:13][C:14]([O:16][C:17]([CH3:18])([CH3:20])[CH3:19])=[O:15])[C:3]2=[O:21])[C:14]([O:16][CH2:17][CH3:18])=[O:15])[CH2:36][CH2:37]1)=[O:31])[C:23]1[CH:24]=[CH:25][CH:26]=[CH:27][CH:28]=1. Procedure details: A mixture of 0.32 g of tert-butyl (RS)-3-amino-2-oxo-2,3,4,5-tetrahydro-1H-1-benzazepine-1-acetate and 0.2 g of ethyl (R)-(1-benzyloxycarbonyl-4-piperidyl)-2-methanesulfonylhexanoate is heated at 90° C. for 30 minutes. After cooled, the mixture is separated and purified by silicagel column chromatography (hexane:ethyl acetate=2:1) to give 0.14 g of tert-butyl 3(R)-[5-(1-benzyloxycarbonyl-4-piperidyl)-1(S)-ethoxycarbonylpentyl]amino-2-oxo-2,3,4,5-tetrahydro-1H-1-benzazepine-1-acetate as colorless... Reagents/catalysts: C1COCCOCCOCCOCCOCCO1 (18-Crown-6). Reaction SMILES: C([O:3][C:4](=[O:13])[C:5]1[CH:10]=[C:9]([OH:11])[CH:8]=[C:7]([OH:12])[CH:6]=1)C.C([O-])([O-])=O.[K+].[K+].C(I)CCCCCCC>CC(C)=O.C1OCCOCCOCCOCCOCCOC1>[OH:11][C:9]1[CH:10]=[C:5]([CH:6]=[C:7]([OH:12])[CH:8]=1)[C:4]([OH:13])=[O:3] |f:1.2.3|. Run at time 5 minute. Solvent: CC(=O)C (acetone). Reported procedure: Ethyl-3,5-dihydroxybenzoate 1a (27.3 g, 150 mmol) was dissolved in acetone (750 mL). To this solution were added K2CO3 (20.7 g, 150 mmol) and 18-Crown-6 (1.9 g, 7.5 mmol) and stirred for 5 min. To this mixture, C8H17I (21.7 mL, 120 mmol) was added and stirred to reflux for 7 h. The reaction mixture was then cooled to room temperature and the solvent was evaporated to dryness. To this residue, water and ethyl acetate were added and stirred for 30 min. The organic layer was separated and aqueous l... Yields the product OC=1C=C(C(=O)O)C=C(C1)O (3,5-dihydroxybenzoic acid). The reactants are C(=O)([O-])[O-].[K+].[K+] (K2CO3), C(C)OC(C1=CC(=CC(=C1)O)O)=O (ethyl-3,5-dihydroxybenzoate), C(CCCCCCC)I (C8H17I). Yield: 62.7%. Starting materials: O=C(O)c1ccc(Cl)cc1C(F)(F)F, NC1CCCC1N1CCCC1. Product: O=C(NC1CCCC1N1CCCC1)c1ccc(Cl)cc1C(F)(F)F. Reaction SMILES: [Cl:12][c:13]1[cH:14][c:15]([C:22]([F:23])([F:24])[F:25])[c:16]([C:17](=[O:18])[OH:19])[cH:20][cH:21]1.[N:1]1([CH:6]2[CH:7]([NH2:11])[CH2:8][CH2:9][CH2:10]2)[CH2:2][CH2:3][CH2:4][CH2:5]1>>[N:1]1([CH:6]2[CH:7]([NH:11][C:17]([c:16]3[c:15]([C:22]([F:23])([F:24])[F:25])[cH:14][c:13]([Cl:12])[cH:21][cH:20]3)=[O:18])[CH2:8][CH2:9][CH2:10]2)[CH2:2][CH2:3][CH2:4][CH2:5]1. Starting materials: CCO, CC(=O)O, [K+], CC(C(N)=O)c1ccc2c(c1)Sc1ncccc1CC2=O, [OH-], O. The product is CC(C(=O)O)c1ccc2c(c1)Sc1ncccc1CC2=O. As a reaction SMILES: [CH3:25][CH2:26][OH:27].[CH3:28][C:29](=[O:30])[OH:31].[K+:23].[O:1]=[C:2]1[c:3]2[c:4]([cH:13][c:14]([CH:17]([C:18](=[O:19])[NH2:20])[CH3:21])[cH:15][cH:16]2)[S:5][c:6]2[c:7]([cH:9][cH:10][cH:11][n:12]2)[CH2:8]1.[OH-:22].[OH2:24]>>[O:1]=[C:2]1[c:3]2[c:4]([cH:13][c:14]([CH:17]([C:18](=[O:19])[OH:27])[CH3:21])[cH:15][cH:16]2)[S:5][c:6]2[c:7]([cH:9][cH:10][cH:11][n:12]2)[CH2:8]1. Starting materials: C=CC(=O)OC(C)(C)C, C1CCOC1, Cl, [Na], OCCOCCOCCOCCO. The product is CC(C)(C)OC(=O)CCOCCOCCOCCOCCO. As a reaction SMILES: [C:15]([CH:16]=[CH2:17])(=[O:18])[O:19][C:20]([CH3:21])([CH3:22])[CH3:23].[CH2:25]1[O:26][CH2:27][CH2:28][CH2:29]1.[ClH:24].[Na:1].[OH:2][CH2:3][CH2:4][O:5][CH2:6][CH2:7][O:8][CH2:9][CH2:10][O:11][CH2:12][CH2:13][OH:14]>>[OH:2][CH2:3][CH2:4][O:5][CH2:6][CH2:7][O:8][CH2:9][CH2:10][O:11][CH2:12][CH2:13][O:14][CH2:17][CH2:16][C:15](=[O:18])[O:19][C:20]([CH3:21])([CH3:22])[CH3:23]. Reactants: O=C1CCC(=O)N1Br, CS(C)=O, O, Nc1cnc(-c2ccncc2)c(-c2ccco2)n1. Yields the product Nc1nc(-c2ccco2)c(-c2ccncc2)nc1Br. As a reaction SMILES: [Br:19][N:20]1[C:21](=[O:22])[CH2:23][CH2:24][C:25]1=[O:26].[CH3:27][S:28]([CH3:29])=[O:30].[OH2:31].[o:1]1[c:2](-[c:6]2[c:7](-[c:13]3[cH:14][cH:15][n:16][cH:17][cH:18]3)[n:8][cH:9][c:10]([NH2:12])[n:11]2)[cH:3][cH:4][cH:5]1>>[o:1]1[c:2](-[c:6]2[c:7](-[c:13]3[cH:14][cH:15][n:16][cH:17][cH:18]3)[n:8][c:9]([Br:19])[c:10]([NH2:12])[n:11]2)[cH:3][cH:4][cH:5]1. Reaction SMILES: C(OC([N:8]1[C:16]2[C:11](=[CH:12][C:13]([O:17][CH2:18][C:19]3[CH:24]=[CH:23][CH:22]=[CH:21][CH:20]=3)=[CH:14][CH:15]=2)[C:10](I)=[N:9]1)=O)(C)(C)C.[C:26]1(/[CH:32]=[CH:33]/B(O)O)[CH:31]=[CH:30][CH:29]=[CH:28][CH:27]=1>CN(C)C=O.C(=O)(O)[O-].[Na+]>[CH2:18]([O:17][C:13]1[CH:12]=[C:11]2[C:16](=[CH:15][CH:14]=1)[NH:8][N:9]=[C:10]2/[CH:33]=[CH:32]/[C:26]1[CH:31]=[CH:30][CH:29]=[CH:28][CH:27]=1)[C:19]1[CH:20]=[CH:21][CH:22]=[CH:23][CH:24]=1 |f:3.4|. Reactants: C(C)(C)(C)OC(=O)N1N=C(C2=CC(=CC=C12)OCC1=CC=CC=C1)I (5-benzyloxy-3-iodoindazole-1-carboxylic acid tert-butyl ester), crude product, C1(=CC=CC=C1)/C=C/B(O)O (E-phenylethenyl boronic acid), palladium tetrakistriphenylphosphine. The solvent is CN(C=O)C (dimethylformamide), C([O-])(O)=O.[Na+] (sodium bicarbonate). Isolated yield 69.0%. Procedure: The compound, 5-benzyloxy-3-((E)-styryl)-1H-indazole is prepared according to procedure C, step Ib, using 300 mg of 5-benzyloxy-3-iodoindazole-1-carboxylic acid tert-butyl ester, 197 mg of E-phenylethenyl boronic acid, 192 mg of palladium tetrakistriphenylphosphine in suspension in 12 ml of dimethylformamide and 0.61 ml of a saturated sodium bicarbonate solution. The resulting crude product is treated as described hereinabove to obtain 150 mg of 5-benzyloxy-3-((E)-styryl)-1H-indazole. Product: C(C1=CC=CC=C1)OC=1C=C2C(=NNC2=CC1)\C=C\C1=CC=CC=C1 (5-benzyloxy-3-((E)-styryl)-1H-indazole). The reactants are C(CC=C)OC1=C(C=C(C=C1)F)CC(C#N)N=C(C1=CC=CC=C1)C1=CC=CC=C1 (3-(2-(but-3-en-1-yloxy)-5-fluorophenyl)-2-((diphenylmethylene)amino)propanenitrile), Cl (HCl). Run in O (water), C1CCOC1 (THF). Reaction conditions: time 3 hour. Product: NC(C#N)CC1=C(C=CC(=C1)F)OCCC=C (2-Amino-3-(2-(but-3-en-1-yloxy)-5-fluorophenyl)propanenitrile). Isolated yield 73.4%. RXN SMILES: [CH2:1]([O:5][C:6]1[CH:11]=[CH:10][C:9]([F:12])=[CH:8][C:7]=1[CH2:13][CH:14]([N:17]=C(C1C=CC=CC=1)C1C=CC=CC=1)[C:15]#[N:16])[CH2:2][CH:3]=[CH2:4].Cl>C1COCC1.O>[NH2:17][CH:14]([CH2:13][C:7]1[CH:8]=[C:9]([F:12])[CH:10]=[CH:11][C:6]=1[O:5][CH2:1][CH2:2][CH:3]=[CH2:4])[C:15]#[N:16]. Reported procedure: To a solution of 3-(2-(but-3-en-1-yloxy)-5-fluorophenyl)-2-((diphenylmethylene)amino)propanenitrile (1.39 g, 3.49 mmol, 1 equiv) in THF (14 mL) was added 1 N HCl (3.84 mL, 3.84 mmol, 1.1 equiv). After 3 h, the reaction was diluted with water and washed with ether. The aqueous layer was then neutralized with 1 N NaOH and extracted with DCM (×3). The combined DCM extracts were dried (Na2SO4) and concentrated in vacuo to provide the product (0.60 g, 73%) as a yellow oil. 1H NMR (400 MHz, CDCl3) δ 7...